Dataset: the Open Reaction Database (ORD), a public repository of structured organic reaction records. Task: describe an organic reaction: reactants, conditions, products, and yield The reactants are CCNCC, CCO, Cn1cc(C(=O)c2ccc3ccccc3c2)cc1C(=O)CCl. Yields the product CCN(CC)CC(=O)c1cc(C(=O)c2ccc3ccccc3c2)cn1C. RXN SMILES: [CH2:23]([CH3:24])[NH:25][CH2:26][CH3:27].[CH3:28][CH2:29][OH:30].[Cl:1][CH2:2][C:3](=[O:4])[c:5]1[n:6]([CH3:22])[cH:7][c:8]([C:10](=[O:11])[c:12]2[cH:13][c:14]3[cH:15][cH:16][cH:17][cH:18][c:19]3[cH:20][cH:21]2)[cH:9]1>>[CH2:2]([C:3](=[O:4])[c:5]1[n:6]([CH3:22])[cH:7][c:8]([C:10](=[O:11])[c:12]2[cH:13][c:14]3[cH:15][cH:16][cH:17][cH:18][c:19]3[cH:20][cH:21]2)[cH:9]1)[N:25]([CH2:23][CH3:24])[CH2:26][CH3:27]. Reactants: FC=1C(=CC2=C(C=C(O2)C(=O)N)C1)F (5,6-difluorobenzofuran-2-carboxamide), P(=O)(Cl)(Cl)Cl (phosphorus oxychloride), [OH-].[NH4+] (ammonium hydroxide), ice. Product: FC=1C(=CC2=C(C=C(O2)C#N)C1)F (5,6-difluorobenzofuran-2-carbonitrile). The yield is 88.0%. As a reaction SMILES: [F:1][C:2]1[C:3]([F:14])=[CH:4][C:5]2[O:9][C:8]([C:10]([NH2:12])=O)=[CH:7][C:6]=2[CH:13]=1.P(Cl)(Cl)(Cl)=O.[OH-].[NH4+]>>[F:1][C:2]1[C:3]([F:14])=[CH:4][C:5]2[O:9][C:8]([C:10]#[N:12])=[CH:7][C:6]=2[CH:13]=1 |f:2.3|. Reported procedure: 1.5 g (7.61 mmol) of 5,6-difluorobenzofuran-2-carboxamide were treated with 8 ml of phosphorus oxychloride and heated under reflux over a period of 5 minutes while stirring. Subsequently, the clear solution was added dropwise while stirring to a mixture of 36 ml of ammonium hydroxide solution and 64 g of ice, with the temperature not exceeding 20°. The mixture was stirred for a further 30 minutes and the beige crystals were subsequently filtered off. There were obtained 1.2 g (88%) of 5,6-difluo... Reactants: CN(CCO)C (2-(dimethylamino)ethanol), N[C@H]1[C@@H](CN(CC1)C=1C(=C(C=C(C1)C#N)NC1=NN2C(C(=N1)NC1CC1)=NC=C2C#N)Cl)O[Si](C)(C)C(C)(C)C ((+/−)-2-((3-((3R,4R)-4-amino-3-((tert-butyldimethylsilyl)oxy)piperidin-1-yl)-2-chloro-5-cyanophenyl)amino)-4-(cyclopropylamino)imidazo[2,1-f][1,2,4]triazine-7-carbonitrile), C1=CN(C=N1)C(=O)N2C=CN=C2 (CDI), C[Si](C)(C)[N-][Si](C)(C)C.[Li+] (lithium bis(trimethylsilyl)amide). Run in C1CCOC1 (THF), C1CCOC1 (THF), C1CCOC1 (THF). Run at time 8 hour. Yields the product [Si](C)(C)(C(C)(C)C)O[C@@H]1CN(CC[C@H]1NC(OCCN(C)C)=O)C1=C(C(=CC(=C1)C#N)NC1=NN2C(C(=N1)NC1CC1)=NC=C2C#N)Cl ((+/−)-2-(dimethylamino)ethyl ((3R,4R)-3-((tert-butyldimethylsilyl)oxy)-1-(2-chloro-5-cyano-3-((7-cyano-4-(cyclopropylamino)imidazo[2,1-f][1,2,4]triazin-2-yl)amino)phenyl)piperidin-4-yl)carbamate). Yield: 89.0%. As a reaction SMILES: [NH2:1][C@@H:2]1[CH2:7][CH2:6][N:5]([C:8]2[C:9]([Cl:32])=[C:10]([NH:16][C:17]3[N:22]=[C:21]([NH:23][CH:24]4[CH2:26][CH2:25]4)[C:20]4=[N:27][CH:28]=[C:29]([C:30]#[N:31])[N:19]4[N:18]=3)[CH:11]=[C:12]([C:14]#[N:15])[CH:13]=2)[CH2:4][C@H:3]1[O:33][Si:34]([C:37]([CH3:40])([CH3:39])[CH3:38])([CH3:36])[CH3:35].C1N=CN([C:46](N2C=NC=C2)=[O:47])C=1.[CH3:53][N:54]([CH3:58])[CH2:55][CH2:56][OH:57].C[Si]([N-][Si](C)(C)C)(C)C.[Li+]>C1COCC1>[Si:34]([O:33][C@H:3]1[C@H:2]([NH:1][C:46](=[O:47])[O:57][CH2:56][CH2:55][N:54]([CH3:58])[CH3:53])[CH2:7][CH2:6][N:5]([C:8]2[CH:13]=[C:12]([C:14]#[N:15])[CH:11]=[C:10]([NH:16][C:17]3[N:22]=[C:21]([NH:23][CH:24]4[CH2:25][CH2:26]4)[C:20]4=[N:27][CH:28]=[C:29]([C:30]#[N:31])[N:19]4[N:18]=3)[C:9]=2[Cl:32])[CH2:4]1)([C:37]([CH3:40])([CH3:39])[CH3:38])([CH3:35])[CH3:36] |f:3.4|. Reported procedure: A solution of (+/−)-2-((3-((3R,4R)-4-amino-3-((tert-butyldimethylsilyl)oxy)piperidin-1-yl)-2-chloro-5-cyanophenyl)amino)-4-(cyclopropylamino)imidazo[2,1-f][1,2,4]triazine-7-carbonitrile (32 mg, 0.055 mmol) in THF (1 mL) was added to CDI (35.8 mg, 0.221 mmol) in THF (1 mL) at 0° C. and the reaction mixture was stirred at room temperature overnight. In a 1-dram vial charged with 2-(dimethylamino)ethanol (44.6 mg, 0.500 mmol) in THF (1 mL) was added lithium bis(trimethylsilyl)amide (1M in THF, 0.88... Starting materials: CS(=O)(=O)c1ccc(C(CC2CCCC2)c2cc3cc(CO)cnc3[nH]2)cc1, ClCCl, O=S(Cl)Cl. The product is CS(=O)(=O)c1ccc(C(CC2CCCC2)c2cc3cc(CCl)cnc3[nH]2)cc1. RXN SMILES: [CH:1]1([CH2:6][CH:7]([c:8]2[cH:9][cH:10][c:11]([S:14](=[O:15])(=[O:16])[CH3:17])[cH:12][cH:13]2)[c:18]2[cH:19][c:20]3[c:21]([n:22][cH:23][c:24]([CH2:26][OH:27])[cH:25]3)[nH:28]2)[CH2:2][CH2:3][CH2:4][CH2:5]1.[Cl:33][CH2:34][Cl:35].[S:29]([Cl:30])([Cl:31])=[O:32]>>[CH:1]1([CH2:6][CH:7]([c:8]2[cH:9][cH:10][c:11]([S:14](=[O:15])(=[O:16])[CH3:17])[cH:12][cH:13]2)[c:18]2[cH:19][c:20]3[c:21]([n:22][cH:23][c:24]([CH2:26][Cl:31])[cH:25]3)[nH:28]2)[CH2:2][CH2:3][CH2:4][CH2:5]1. Reactants: FC1=C(C=CC(=C1)I)NC1=C(C(=O)O)C=CN=C1 (3-[(2-fluoro-4-iodophenyl)amino]isonicotinic acid), FC1=C(C=CC(=C1)I)NC1=C(C(=O)O)C=CN=C1 (3-[(2-fluoro-4-iodophenyl)amino]isonicotinic acid), N1N=C(C2=CC=CC=C12)C(=O)NN (1H-indazole-3-carboxylic acid hydrazide). Product: FC1=C(C=CC(=C1)I)NC1=C(C(=O)NNC(=O)C2=NNC3=CC=CC=C23)C=CN=C1 (N′-{3-[(2-fluoro-4-iodophenyl)amino]isonicotinoyl}-1H-indazole-3-carbohydrazide). RXN SMILES: [F:1][C:2]1[CH:7]=[C:6]([I:8])[CH:5]=[CH:4][C:3]=1[NH:9][C:10]1[CH:18]=[N:17][CH:16]=[CH:15][C:11]=1[C:12]([OH:14])=O.[NH:19]1[C:27]2[C:22](=[CH:23][CH:24]=[CH:25][CH:26]=2)[C:21]([C:28]([NH:30][NH2:31])=[O:29])=[N:20]1>>[F:1][C:2]1[CH:7]=[C:6]([I:8])[CH:5]=[CH:4][C:3]=1[NH:9][C:10]1[CH:18]=[N:17][CH:16]=[CH:15][C:11]=1[C:12]([NH:31][NH:30][C:28]([C:21]1[C:22]2[C:27](=[CH:26][CH:25]=[CH:24][CH:23]=2)[NH:19][N:20]=1)=[O:29])=[O:14]. Procedure details: N′-{3-[(2-fluoro-4-iodophenyl)amino]isonicotinoyl}-1H-indazole-3-carbohydrazide was synthesized according to the procedure for General Method 1, outlined above, starting with 0.32 mmol of 3-[(2-fluoro-4-iodophenyl)amino]isonicotinic acid (intermediate 1) and 0.47 mmol of 1H-indazole-3-carboxylic acid hydrazide. LC/MS [9.14 min; 517 (M+1)] The reactants are C(C)C(C(=O)OCC)(CCCCOC1=NC(=CC(=C1)C1=CC=CC=C1)C1=CC=CC=C1)C (ethyl 2-ethyl-2-methyl-6-[(4,6-diphenyl-2-pyridyl)oxy]hexanoate), [OH-].[K+] (potassium hydroxide). Procedure details: The procedure in Example 6 is followed but using ethyl 2-ethyl-2-methyl-6-[(4,6-diphenyl-2-pyridyl)oxy]hexanoate (3.6 g), potassium hydroxide pellets (0.95 g) dissolved in distilled water (20 cc) and ethanol (50 cc). The reaction mixture is refluxed for 120 hours. The product is purified by chromatography under pressure on silica gel (30-60 mm; eluent: n-hexane-ethyl acetate 75-25) and then by recrystallisation in an n-hexane-ethyl acetate (2-1) mixture (40 cc), white crystals (m.p.=119°-120° C.... Solvent: C(C)O (ethanol), O (water). Product: C(C)C(C(=O)O)(CCCCOC1=NC(=CC(=C1)C1=CC=CC=C1)C1=CC=CC=C1)C (2-ethyl-2-methyl-6-[(4,6-diphenyl-2-pyridyl)oxy]hexanoic acid). Reaction SMILES: [CH2:1]([C:3]([CH3:32])([CH2:9][CH2:10][CH2:11][CH2:12][O:13][C:14]1[CH:19]=[C:18]([C:20]2[CH:25]=[CH:24][CH:23]=[CH:22][CH:21]=2)[CH:17]=[C:16]([C:26]2[CH:31]=[CH:30][CH:29]=[CH:28][CH:27]=2)[N:15]=1)[C:4]([O:6]CC)=[O:5])[CH3:2].[OH-].[K+]>O.C(O)C>[CH2:1]([C:3]([CH3:32])([CH2:9][CH2:10][CH2:11][CH2:12][O:13][C:14]1[CH:19]=[C:18]([C:20]2[CH:25]=[CH:24][CH:23]=[CH:22][CH:21]=2)[CH:17]=[C:16]([C:26]2[CH:31]=[CH:30][CH:29]=[CH:28][CH:27]=2)[N:15]=1)[C:4]([OH:6])=[O:5])[CH3:2] |f:1.2|. Solvent: COCCO (2-methoxyethanol). Reactants: COC(=O)C1=C(C2=CC3=CC=C(C=C3N2N(C1=O)CC1=CC=C(C=C1)F)C(F)(F)F)O (4-(4-fluoro-benzyl)-1-hydroxy-3-oxo-6-trifluoromethyl-3,4-dihydro-4,4a-diaza-fluorene-2-carboxylic acid methyl ester), NCC(=O)[O-].[Na+] (sodium glycinate). The product is FC1=CC=C(CN2C(C(=C(C3=CC4=CC=C(C=C4N23)C(F)(F)F)O)C(=O)NCC(=O)O)=O)C=C1 ({[4-(4-Fluoro-benzyl)-1-hydroxy-3-oxo-6-trifluoromethyl-3,4-dihydro-4,4a-diaza-fluorene-2-carbonyl]-amino}-acetic acid). RXN SMILES: CO[C:3]([C:5]1[C:17](=[O:18])[N:16]([CH2:19][C:20]2[CH:25]=[CH:24][C:23]([F:26])=[CH:22][CH:21]=2)[N:15]2[C:7](=[CH:8][C:9]3[C:14]2=[CH:13][C:12]([C:27]([F:30])([F:29])[F:28])=[CH:11][CH:10]=3)[C:6]=1[OH:31])=[O:4].[NH2:32][CH2:33][C:34]([O-:36])=[O:35].[Na+]>COCCO>[F:26][C:23]1[CH:24]=[CH:25][C:20]([CH2:19][N:16]2[N:15]3[C:7](=[CH:8][C:9]4[C:14]3=[CH:13][C:12]([C:27]([F:28])([F:29])[F:30])=[CH:11][CH:10]=4)[C:6]([OH:31])=[C:5]([C:3]([NH:32][CH2:33][C:34]([OH:36])=[O:35])=[O:4])[C:17]2=[O:18])=[CH:21][CH:22]=1 |f:1.2|. Procedure: A mixture of 4-(4-fluoro-benzyl)-1-hydroxy-3-oxo-6-trifluoromethyl-3,4-dihydro-4,4a-diaza-fluorene-2-carboxylic acid methyl ester (100 mg, 0.23 mmol) and sodium glycinate (224 mg, 2.3 mmol) in 2-methoxyethanol (3.3 mL) was microwaved at 150° C. for 1 h and concentrated. Residue was dissolved in water (80 mL) and acidified to pH=3-4 using 1 N HCl solution. Precipitate was collected and rinsed with water. Solid was then dissolved in EtOAc, dried over MgSO4, filtered and concentrated. Crude product... The yield is 56.5%.